This data is from the Open Reaction Database (ORD), a public repository of structured organic reaction records. The task is: describe an organic reaction: reactants, conditions, products, and yield Reactants: C(CCC)C1=CC=C(C=C1)C#CC1=CC=C(CNCC2=CC=C(OCC(=O)OC)C=C2)C=C1 (methyl {4-[({4-[(4-butylphenyl)ethynyl]benzyl}amino)methyl]phenoxy}acetate), OC1=NC=C(C(=O)O)C=C1 (6-hydroxynicotinic acid). Product: C(CCC)C1=CC=C(C=C1)C#CC1=CC=C(CN(C(=O)C=2C=NC(=CC2)O)CC2=CC=C(OCC(=O)OC)C=C2)C=C1 (methyl [4-({{4-[(4-butylphenyl)ethynyl]benzyl}[(6-hydroxypyridin-3-yl)carbonyl]amino}methyl)phenoxy]acetate). As a reaction SMILES: [CH2:1]([C:5]1[CH:10]=[CH:9][C:8]([C:11]#[C:12][C:13]2[CH:33]=[CH:32][C:16]([CH2:17][NH:18][CH2:19][C:20]3[CH:31]=[CH:30][C:23]([O:24][CH2:25][C:26]([O:28][CH3:29])=[O:27])=[CH:22][CH:21]=3)=[CH:15][CH:14]=2)=[CH:7][CH:6]=1)[CH2:2][CH2:3][CH3:4].[OH:34][C:35]1[CH:43]=[CH:42][C:38]([C:39](O)=[O:40])=[CH:37][N:36]=1>>[CH2:1]([C:5]1[CH:6]=[CH:7][C:8]([C:11]#[C:12][C:13]2[CH:14]=[CH:15][C:16]([CH2:17][N:18]([CH2:19][C:20]3[CH:21]=[CH:22][C:23]([O:24][CH2:25][C:26]([O:28][CH3:29])=[O:27])=[CH:30][CH:31]=3)[C:39]([C:38]3[CH:37]=[N:36][C:35]([OH:34])=[CH:43][CH:42]=3)=[O:40])=[CH:32][CH:33]=2)=[CH:9][CH:10]=1)[CH2:2][CH2:3][CH3:4]. Procedure: The titled compound was prepared following the procedure H using methyl {4-[({4-[(4-butylphenyl)ethynyl]benzyl}amino)methyl]phenoxy}acetate and 6-hydroxynicotinic acid as a colorless oil (95%). HPLC, Rt: 4.86 min (Purity: 88%). The reactants are CCS(=O)(=O)Nc1sc2ccccc2c1C(C)=O, Fc1ccc(CBr)cc1C(F)(F)F, [H-], [Na+], CN(C)C=O, O. As a reaction SMILES: [C:3]([CH3:4])(=[O:5])[c:6]1[c:7]2[c:8]([s:9][c:10]1[NH:11][S:12](=[O:13])(=[O:14])[CH2:15][CH3:16])[cH:17][cH:18][cH:19][cH:20]2.[F:21][c:22]1[c:23]([C:30]([F:31])([F:32])[F:33])[cH:24][c:25]([CH2:26][Br:27])[cH:28][cH:29]1.[H-:1].[Na+:2].[O:35]=[CH:36][N:37]([CH3:38])[CH3:39].[OH2:34]>>[C:3]([CH3:4])(=[O:5])[c:6]1[c:7]2[c:8]([s:9][c:10]1[N:11]([S:12](=[O:13])(=[O:14])[CH2:15][CH3:16])[CH2:26][c:25]1[cH:24][c:23]([C:30]([F:31])([F:32])[F:33])[c:22]([F:21])[cH:29][cH:28]1)[cH:17][cH:18][cH:19][cH:20]2. The product is CCS(=O)(=O)N(Cc1ccc(F)c(C(F)(F)F)c1)c1sc2ccccc2c1C(C)=O. The reactants are NC1=C(C(C2=CC(=CC=C2)CNC(=O)OC(C)(C)C)O)C=C(C=C1)Cl (2-amino-5-chloro-α-(3-tert-butoxycarbonylaminomethylphenyl)benzyl alcohol), C(C1=CC=CC=C1)OC=1C=C(C=O)C=CC1OCC1=CC=CC=C1 (3,4-dibenzyloxybenzaldehyde), C(C)(=O)O (acetic acid), [BH4-].C(#N)[Na] (cyano sodium borohydride). Solvent: CO (methanol). Reaction SMILES: [NH2:1][C:2]1[CH:24]=[CH:23][C:22]([Cl:25])=[CH:21][C:3]=1[CH:4]([OH:20])[C:5]1[CH:10]=[CH:9][CH:8]=[C:7]([CH2:11][NH:12][C:13]([O:15][C:16]([CH3:19])([CH3:18])[CH3:17])=[O:14])[CH:6]=1.[CH2:26]([O:33][C:34]1[CH:35]=[C:36]([CH:39]=[CH:40][C:41]=1[O:42][CH2:43][C:44]1[CH:49]=[CH:48][CH:47]=[CH:46][CH:45]=1)[CH:37]=O)[C:27]1[CH:32]=[CH:31][CH:30]=[CH:29][CH:28]=1.C(O)(=O)C.[BH4-].C([Na])#N>CO>[CH2:26]([O:33][C:34]1[CH:35]=[C:36]([CH:39]=[CH:40][C:41]=1[O:42][CH2:43][C:44]1[CH:49]=[CH:48][CH:47]=[CH:46][CH:45]=1)[CH2:37][NH:1][C:2]1[CH:24]=[CH:23][C:22]([Cl:25])=[CH:21][C:3]=1[CH:4]([OH:20])[C:5]1[CH:10]=[CH:9][CH:8]=[C:7]([CH2:11][NH:12][C:13]([O:15][C:16]([CH3:18])([CH3:19])[CH3:17])=[O:14])[CH:6]=1)[C:27]1[CH:28]=[CH:29][CH:30]=[CH:31][CH:32]=1 |f:3.4|. Yield: 75.5%. Yields the product C(C1=CC=CC=C1)OC=1C=C(CNC2=C(C(C3=CC(=CC=C3)CNC(=O)OC(C)(C)C)O)C=C(C=C2)Cl)C=CC1OCC1=CC=CC=C1 (2-(3,4-dibenzyloxybenzyl)amino-5-chloro-α-(3-tert-butoxycarbonylaminomethylphenyl)benzyl alcohol). Reaction conditions: temperature 60 celsius, time 1.5 hour. Procedure: In methanol (20 ml) were dissolved 2-amino-5-chloro-α-(3-tert-butoxycarbonylaminomethylphenyl)benzyl alcohol (0.6 g) and 3,4-dibenzyloxybenzaldehyde (0.55 g). To the solution were added acetic acid (0.12 g) and cyano sodium borohydride (0.13 g). The mixture was stirred for 1.5 hour at 60° C. The reaction mixture was concentrated, to which were added water (50 ml) and ethyl acetate (80 ml), followed by extraction. The organic layer was washed with water and dried over anhydrous sodium sulfate. Th... Reactants: N#Cc1nnc(Br)s1, O=C([O-])[O-], CCOC(=O)CC1OB(O)c2cc(O)cc(C)c21, CC#N, [K+], [K+], O. The product is CCOC(=O)CC1OB(O)c2cc(Oc3nnc(C#N)s3)cc(C)c21. As a reaction SMILES: [Br:19][c:20]1[n:21][n:22][c:23]([C:25]#[N:26])[s:24]1.[C:27](=[O:28])([O-:29])[O-:30].[CH2:1]([CH3:2])[O:3][C:4]([CH2:5][CH:6]1[c:7]2[c:8]([cH:12][c:13]([OH:17])[cH:14][c:15]2[CH3:16])[B:9]([OH:11])[O:10]1)=[O:18].[CH3:33][C:34]#[N:35].[K+:31].[K+:32].[OH2:36]>>[CH2:1]([CH3:2])[O:3][C:4]([CH2:5][CH:6]1[c:7]2[c:8]([cH:12][c:13]([O:17][c:20]3[n:21][n:22][c:23]([C:25]#[N:26])[s:24]3)[cH:14][c:15]2[CH3:16])[B:9]([OH:11])[O:10]1)=[O:18].